Task: describe an organic reaction: reactants, conditions, products, and yield. Dataset: the Open Reaction Database (ORD), a public repository of structured organic reaction records Starting materials: [Al+3], C1CCOC1, [H-], [H-], [H-], [H-], [Li+], [Na+], [OH-], O, CC(O)C#CC1(O)C(C)(C)CCC1(C)O. RXN SMILES: [Al+3:7].[CH2:1]1[O:2][CH2:3][CH2:4][CH2:5]1.[H-:10].[H-:11].[H-:6].[H-:9].[Li+:8].[Na+:28].[OH-:27].[OH2:29].[OH:12][C:13]1([C:22]#[C:23][CH:24]([CH3:25])[OH:26])[C:14]([CH3:20])([OH:21])[CH2:15][CH2:16][C:17]1([CH3:18])[CH3:19]>>[C:13]1(=[C:22]=[CH:23][CH:24]([CH3:25])[OH:26])[C:14]([CH3:20])([OH:21])[CH2:15][CH2:16][C:17]1([CH3:18])[CH3:19]. Product: CC(O)C=C=C1C(C)(C)CCC1(C)O. Starting materials: ClC=1C=NC2=C(C(=CC=C2C1)Cl)C#[N+][O-] (3,7-dichloroquinoline-8-nitrile oxide), SCC(=O)O (mercaptoacetic acid), O (water). Solvent: C(OC)COC (dimethoxyethane). Run at time 6 hour. The product is ClC=1C=NC2=C(C(=CC=C2C1)Cl)C(=O)NOSCC(=O)O (Carboxymethylthio 3,7-dichloroquinoline-8-hydroxamate). Isolated yield 81.0%. As a reaction SMILES: [Cl:1][C:2]1[CH:3]=[N:4][C:5]2[C:10]([CH:11]=1)=[CH:9][CH:8]=[C:7]([Cl:12])[C:6]=2[C:13]#[N+:14][O-:15].[SH:16][CH2:17][C:18]([OH:20])=[O:19].[OH2:21]>C(COC)OC>[Cl:1][C:2]1[CH:3]=[N:4][C:5]2[C:10]([CH:11]=1)=[CH:9][CH:8]=[C:7]([Cl:12])[C:6]=2[C:13]([NH:14][O:15][S:16][CH2:17][C:18]([OH:20])=[O:19])=[O:21]. Procedure details: 12.0 g (50 millimoles) of 3,7-dichloroquinoline-8-nitrile oxide (compound No. 47) were suspended in 100 ml of dimethoxyethane, and 5.6 g (60 millimoles) of mercaptoacetic acid were added. The mixture was stirred for 6 hours at room temperature, after which it was freed from the solvent, water was added and the mixture was filtered under suction. 13.5 g (81%) of a product of melting point of 174° C. were obtained (compound No. 59).